Dataset: the Open Reaction Database (ORD), a public repository of structured organic reaction records. Task: describe an organic reaction: reactants, conditions, products, and yield Run in C(C)(=O)O (acetic acid). Product: CN(C)CC1=CC=2CN(CCC2O1)C(CCCCS(=O)(=O)C1=CC=CC=C1)=O (1-(2-dimethylaminomethyl-6,7-dihydro-4H-furo[3,2-c]pyridin-5-yl)-5-phenylsulfonylpentan-1-one). Procedure: To a solution of 0.230 g (0.662 mmol) of 1-(6,7-dihydro-4H-furo[3,2-c]pyridin-5-yl)-5-phenylsulfonylpentan-1-one in 20 ml of acetic acid, 0.090 ml (0.99 mmol) of 50% aqueous dimethylamine and 0.081 ml (0.99 mmol) of 37% aqueous formaldehyde were added, followed by stirring at 100° C. for 60 minutes. After the solvent was distilled off under reduced pressure, the residual solution was alkalified with 1N aqueous sodium hydroxide and extracted with dichloromethane 2 times. The combined organic laye... The reactants are O1C=CC=2CN(CCC21)C(CCCCS(=O)(=O)C2=CC=CC=C2)=O (1-(6,7-dihydro-4H-furo[3,2-c]pyridin-5-yl)-5-phenylsulfonylpentan-1-one), CNC (dimethylamine), C=O (formaldehyde). Reaction conditions: temperature 100 celsius, time 60 minute. As a reaction SMILES: [O:1]1[C:9]2[CH2:8][CH2:7][N:6]([C:10](=[O:24])[CH2:11][CH2:12][CH2:13][CH2:14][S:15]([C:18]3[CH:23]=[CH:22][CH:21]=[CH:20][CH:19]=3)(=[O:17])=[O:16])[CH2:5][C:4]=2[CH:3]=[CH:2]1.[CH3:25][NH:26][CH3:27].[CH2:28]=O>C(O)(=O)C>[CH3:25][N:26]([CH2:28][C:2]1[O:1][C:9]2[CH2:8][CH2:7][N:6]([C:10](=[O:24])[CH2:11][CH2:12][CH2:13][CH2:14][S:15]([C:18]3[CH:23]=[CH:22][CH:21]=[CH:20][CH:19]=3)(=[O:17])=[O:16])[CH2:5][C:4]=2[CH:3]=1)[CH3:27]. Reactants: [N+](=O)([O-])C1=CC=C(C=C1)CC(=O)NC1=C(C(=O)O)C=CC=C1 (2-{[(4-nitrophenyl)acetyl]amino}benzoic acid). The solvent is C(C)(=O)OC(C)=O (acetic anhydride). Yields the product [N+](=O)([O-])C1=CC=C(CC2=NC3=C(C(O2)=O)C=CC=C3)C=C1 (2-(4-nitrobenzyl)-4H-3,1-benzoxazin-4-one). Yield: 80.8%. Reaction SMILES: [N+:1]([C:4]1[CH:9]=[CH:8][C:7]([CH2:10][C:11]([NH:13][C:14]2[CH:22]=[CH:21][CH:20]=[CH:19][C:15]=2[C:16]([OH:18])=[O:17])=O)=[CH:6][CH:5]=1)([O-:3])=[O:2]>C(OC(=O)C)(=O)C>[N+:1]([C:4]1[CH:9]=[CH:8][C:7]([CH2:10][C:11]2[O:17][C:16](=[O:18])[C:15]3[CH:19]=[CH:20][CH:21]=[CH:22][C:14]=3[N:13]=2)=[CH:6][CH:5]=1)([O-:3])=[O:2]. Reported procedure: A stirred solution of 2-{[(4-nitrophenyl)acetyl]amino}benzoic acid (7.5 g, 25 mmol) in acetic anhydride (50 mL) was refluxed for 3 hours. The solvent was removed in vacuum and the residue was taken up in diethyl ether, to provide after filtration and drying the title compound (5.7 g, 81% yield). Starting materials: CC1=CC2=C(N=C(N2)NC2=NC(=C(C(=N2)O)CC(=O)O)C)C=C1C (2-[(5,6-Dimethyl-2-benzoimidazolyl)amino]-4-hydoxy-6-methyl-5-pyrimidine acetic acid), [K+].[Br-] (KBr). The solvent is CN(C)C=O (DMF). The product is N1=C(NC2=C1C=CC=C2)NC2=NC(=C(C(=N2)O)CC(=O)O)C (2-[(2-benzoimidazolyl)amino]-4-hydroxy-6-methyl-5-pyrimidine acetic acid). Yield: 5.0%. As a reaction SMILES: C[C:2]1[C:23](C)=[CH:22][C:5]2[N:6]=[C:7]([NH:9][C:10]3[N:15]=[C:14]([OH:16])[C:13]([CH2:17][C:18]([OH:20])=[O:19])=[C:12]([CH3:21])[N:11]=3)[NH:8][C:4]=2[CH:3]=1.[K+].[Br-]>CN(C=O)C>[N:6]1[C:5]2[CH:22]=[CH:23][CH:2]=[CH:3][C:4]=2[NH:8][C:7]=1[NH:9][C:10]1[N:15]=[C:14]([OH:16])[C:13]([CH2:17][C:18]([OH:20])=[O:19])=[C:12]([CH3:21])[N:11]=1 |f:1.2|. Procedure details: was prepared according to procedure used for (2) in Example 1; yield 5%. mp: >300° C. (DMF). IR (KBr): υ=2878, 1748. 1700, 1625, 1557, 1474, 1357, 1219, 744 cm−1. 1H-NMR (CF3CO2D): δ=2.64 (s, 3H, CH3), 3.88 (s, 2H, CH2), 7.52 (m, 2H, 2×Harom), 7.67 (m, 2H, 2×Harom). Accurate mass: calculated: 299.1018. Found 299.1013. Analysis calculated for C14H13N5O3: C, 55.2; H, 4.40; N, 23.40. Found: C. 55.4; H, 4.7; N, 22.5. Starting materials: C(C)(C)(C)OC(=O)N(CC1CCC(CC1)CN(C)C)CC1=NC=CC(=C1)C(=O)OCC (ethyl 2-({[(tert-butoxy)carbonyl]({4-[(dimethylamino)methyl]cyclohexyl}methyl)amino}methyl)pyridine-4-carboxylate), [NH4+].[Cl-] (NH4Cl). The solvent is CCO (EtOH). Yields the product CN(C)CC1CCC(CC1)CN(C(OC(C)(C)C)=O)CC1=NC=CC(=C1)CO (tert-Butyl N-({4-[(dimethylamino)methyl]cyclohexyl}methyl)-N-{[4-(hydroxymethyl)pyridin-2-yl]methyl}carbamate). Reported procedure: By General Procedure U from ethyl 2-({[(tert-butoxy)carbonyl]({4-[(dimethylamino)methyl]cyclohexyl}methyl)amino}methyl)pyridine-4-carboxylate) (1.0 equiv.) in EtOH. Stirred at reflux for 2 hours. Cooled to room temperature and sat. NH4Cl solution was added. Evaporated to dryness. Purification by column chromatography (DCM, MeOH (10%) and HN4OH (1%)) gave the title product as light yellow oil. 1H NMR (300 MHz, chloroform-d): δ ppm 8.41 (d, 1H), 7.17 (m, 2H), 4.65 (s, 2H), 4.50 (d, 2H), 3.10 (m, 2... Reaction SMILES: [C:1]([O:5][C:6]([N:8]([CH2:20][C:21]1[CH:26]=[C:25]([C:27](OCC)=[O:28])[CH:24]=[CH:23][N:22]=1)[CH2:9][CH:10]1[CH2:15][CH2:14][CH:13]([CH2:16][N:17]([CH3:19])[CH3:18])[CH2:12][CH2:11]1)=[O:7])([CH3:4])([CH3:3])[CH3:2].[NH4+].[Cl-]>CCO>[CH3:18][N:17]([CH2:16][CH:13]1[CH2:12][CH2:11][CH:10]([CH2:9][N:8]([CH2:20][C:21]2[CH:26]=[C:25]([CH2:27][OH:28])[CH:24]=[CH:23][N:22]=2)[C:6](=[O:7])[O:5][C:1]([CH3:4])([CH3:3])[CH3:2])[CH2:15][CH2:14]1)[CH3:19] |f:1.2|. Reactants: C(CCC)NC(C1=CC=CC=C1)P(O)(=O)C1=CC=CC=C1 (α-(n-butylamino)benzyl-phenylphosphinic acid), CC[O-].[Na+] (sodium ethylate), C(C)O (ethanol). Run in ethanolic solution. Reagents/catalysts: C(C)C(C(=O)[O-])CCCC.C(C)C(C(=O)[O-])CCCC.[Ni+2] (nickel(II) bis (2-ethylhexanoate)). Procedure details: 30.3 g (0.1 mol) of α-(n-butylamino)benzyl-phenylphosphinic acid ##STR19## are dissolved in 400 ml of absolute ethanol and neutralised with an approx. 1.5 molar ethanolic solution of 0.1 mol of sodium ethylate. 34.5 g (0.1 mol) of nickel(II) bis (2-ethylhexanoate) are additionally dissolved in this solution and the mixture is heated at reflux temperature for 30 minutes. The solvent is then evaporated and the residue is dried for 15 hours at 80° C. under a pressure of 11 mm Hg. These instructions... Reaction SMILES: [CH2:1]([NH:5][CH:6]([P:13]([C:16]1[CH:21]=[CH:20][CH:19]=[CH:18][CH:17]=1)(=[O:15])[OH:14])[C:7]1[CH:12]=[CH:11][CH:10]=[CH:9][CH:8]=1)[CH2:2][CH2:3][CH3:4].C[CH2:23][O-:24].[Na+].C([OH:28])C>C(C(CCCC)C([O-])=O)C.C(C(CCCC)C([O-])=O)C.[Ni+2]>[CH2:1]([NH:5][CH:6]([P:13]([C:16]1[CH:21]=[CH:20][CH:19]=[CH:18][CH:17]=1)(=[O:14])[O-:15])[C:7]1[CH:12]=[CH:11][CH:10]=[CH:9][CH:8]=1)[CH2:2][CH2:3][CH3:4].[CH2:9]([CH:10]([CH2:11][CH2:12][CH2:7][CH3:6])[C:23]([O-:24])=[O:28])[CH3:8] |f:1.2,4.5.6|. Yields the product C(CCC)NC(C1=CC=CC=C1)P([O-])(=O)C1=CC=CC=C1 (α-(n-butylamino)benzyl-phenylphosphinate), C(C)C(C(=O)[O-])CCCC (2-ethylhexanoate). Starting materials: CCN=C=NCCCN(C)C, COC(=O)C1CCC(C(=O)N2CCN(c3ccc(C(=O)Nc4cccc(C(C)(C)C)c4)cn3)CC2)CC1, Cc1ccc(NC(=O)c2ccc(N3CCNCC3)nc2)cc1I, O=C(O)C1CC1. Yields the product Cc1ccc(NC(=O)c2ccc(N3CCN(C(=O)C4CC4)CC3)nc2)cc1I. As a reaction SMILES: [CH3:1][CH2:2][N:3]=[C:4]=[N:5][CH2:6][CH2:7][CH2:8][N:9]([CH3:10])[CH3:11].[CH3:41][O:42][C:43]([CH:44]1[CH2:45][CH2:46][CH:47]([C:48]([N:49]2[CH2:50][CH2:51][N:52]([c:53]3[cH:54][cH:55][c:56]([C:57](=[O:58])[NH:59][c:60]4[cH:61][cH:62][cH:63][c:64]([C:65]([CH3:66])([CH3:67])[CH3:68])[cH:69]4)[cH:70][n:71]3)[CH2:72][CH2:73]2)=[O:74])[CH2:75][CH2:76]1)=[O:77].[I:12][c:13]1[cH:14][c:15]([NH:20][C:21]([c:22]2[cH:23][n:24][c:25]([N:28]3[CH2:29][CH2:30][NH:31][CH2:32][CH2:33]3)[cH:26][cH:27]2)=[O:34])[cH:16][cH:17][c:18]1[CH3:19].[OH:35][C:36](=[O:37])[CH:38]1[CH2:39][CH2:40]1>>[I:12][c:13]1[cH:14][c:15]([NH:20][C:21]([c:22]2[cH:23][n:24][c:25]([N:28]3[CH2:29][CH2:30][N:31]([C:36](=[O:35])[CH:38]4[CH2:39][CH2:40]4)[CH2:32][CH2:33]3)[cH:26][cH:27]2)=[O:34])[cH:16][cH:17][c:18]1[CH3:19].